describe an organic reaction: reactants, conditions, products, and yield From a dataset of the Open Reaction Database (ORD), a public repository of structured organic reaction records. Reactants: ClC1=C(C=CC(=C1)Cl)CNC([C@H]1N(C(CC1(C)C)=O)C)=O (N-[(2,4-dichlorophenyl)methyl]-1,3,3-trimethyl-5-oxoprolinamide), ClC1=C(C=CC=C1C(F)(F)F)C[N+]#[C-] ([2-chloro-3-(trifluoromethyl)phenyl]methyl isocyanide). The product is ClC1=C(C=CC=C1C(F)(F)F)CNC([C@H]1N(C(CC1(C)C)=O)C)=O (N-{[2-chloro-3-(trifluoromethyl)phenyl]methyl}-1,3,3-trimethyl-5-oxoprolinamide). As a reaction SMILES: [Cl:1][C:2]1[CH:7]=[C:6](Cl)[CH:5]=[CH:4][C:3]=1[CH2:9][NH:10][C:11](=[O:21])[C@@H:12]1[C:16]([CH3:18])([CH3:17])[CH2:15][C:14](=[O:19])[N:13]1[CH3:20].ClC1C([C:29]([F:32])([F:31])[F:30])=CC=CC=1C[N+]#[C-]>>[Cl:1][C:2]1[C:7]([C:29]([F:32])([F:31])[F:30])=[CH:6][CH:5]=[CH:4][C:3]=1[CH2:9][NH:10][C:11](=[O:21])[C@@H:12]1[C:16]([CH3:18])([CH3:17])[CH2:15][C:14](=[O:19])[N:13]1[CH3:20]. Procedure details: N-{[2-chloro-3-(trifluoromethyl)phenyl]methyl}-1,3,3-trimethyl-5-oxoprolinamide was prepared in a manner analogous to that described above for the synthesis of N-[(2,4-dichlorophenyl)methyl]-1,3,3-trimethyl-5-oxoprolinamide (E127) but using [2-chloro-3-(trifluoromethyl)phenyl]methyl isocyanide (prepared as described in example 40) in the place of (2,4-dichlorophenyl)methyl isocyanide. Starting materials: CCOC(=O)Nc1ccc(N2C(=O)c3ccccc3C2=O)cc1[N+](=O)[O-], COCCOC, NN, O. Product: CCOC(=O)Nc1ccc(N)cc1[N+](=O)[O-]. Reaction SMILES: [CH2:4]([CH3:5])[O:6][C:7](=[O:8])[NH:9][c:10]1[c:11]([N+:27](=[O:28])[O-:29])[cH:12][c:13]([N:16]2[C:17](=[O:18])[c:19]3[cH:20][cH:21][cH:22][cH:23][c:24]3[C:25]2=[O:26])[cH:14][cH:15]1.[CH3:30][O:31][CH2:32][CH2:33][O:34][CH3:35].[NH2:2][NH2:3].[OH2:1]>>[CH2:4]([CH3:5])[O:6][C:7](=[O:8])[NH:9][c:10]1[c:11]([N+:27](=[O:28])[O-:29])[cH:12][c:13]([NH2:16])[cH:14][cH:15]1. Starting materials: C(C)(C)(C)OC(=O)N1CCC(C(=O)OCC2=CC=CC=C2)(CC1)CC1=CC(=CC=C1)C (benzyl N-t-butoxycarbonyl-4-(3-methylbenzyl)-isonipecotate), C(C)(=O)O (acetic acid). Reagents/catalysts: [Pd] (palladium on charcoal). Solvent: CO (methanol). Yields the product C(C)(C)(C)OC(=O)N1CCC(C(=O)O)(CC1)CC1=CC(=CC=C1)C (N-tert-Butoxycarbonyl-4-(3-methylbenzyl)-isonipecotic acid). As a reaction SMILES: [C:1]([O:5][C:6]([N:8]1[CH2:23][CH2:22][C:11]([CH2:24][C:25]2[CH:30]=[CH:29][CH:28]=[C:27]([CH3:31])[CH:26]=2)([C:12]([O:14]CC2C=CC=CC=2)=[O:13])[CH2:10][CH2:9]1)=[O:7])([CH3:4])([CH3:3])[CH3:2].C(O)(=O)C>[Pd].CO>[C:1]([O:5][C:6]([N:8]1[CH2:23][CH2:22][C:11]([CH2:24][C:25]2[CH:30]=[CH:29][CH:28]=[C:27]([CH3:31])[CH:26]=2)([C:12]([OH:14])=[O:13])[CH2:10][CH2:9]1)=[O:7])([CH3:4])([CH3:3])[CH3:2]. Reported procedure: A mixture of benzyl N-t-butoxycarbonyl-4-(3-methylbenzyl)-isonipecotate (2.36 g, 5.57 mmol), 5% palladium on charcoal (250 mg), and glacial acetic acid (3 mL) in methanol (75 mL), was hydrogenated at 50 psi. in a Parr shaker at room temp. overnight. The reaction mixture was filtered through a pad of Celite and the filtrate was concentrated under vacuum to provide the title product as white solid. Reactants: diazonium salt, copper-I-chloride, Cl (hydrochloric acid), NC=1SC2=C(N1)C=CC(=C2)OCC (2-amino-6-ethoxy-benzothiazole), N(=O)[O-].[Na+] (sodium nitrite), Cl (hydrochloric acid). The solvent is O (water), ice water, C(C)(=O)O (acetic acid). Run at temperature 30 celsius, time 20 minute. Yields the product ClC=1SC2=C(N1)C=CC(=C2)OCC (2-Chloro-6-ethoxy-benzothiazole). The yield is 61.7%. RXN SMILES: N[C:2]1[S:3][C:4]2[CH:10]=[C:9]([O:11][CH2:12][CH3:13])[CH:8]=[CH:7][C:5]=2[N:6]=1.N([O-])=O.[Na+].[ClH:18]>C(O)(=O)C.O>[Cl:18][C:2]1[S:3][C:4]2[CH:10]=[C:9]([O:11][CH2:12][CH3:13])[CH:8]=[CH:7][C:5]=2[N:6]=1 |f:1.2|. Procedure details: 20 g (0.103 mol) of 2-amino-6-ethoxy-benzothiazole are dissolved in 100 ml of glacial acetic acid and 52 ml of concentrated hydrochloric acid and whilst cooling with ice the mixture is diazotised with 7.4 g (0.108 mol) of sodium nitrite in 15 ml of water. Then the solution of the diazonium salt is added batchwise to a suspension of 13.6 g (0.137 mol) of copper-I-chloride in 65 ml of concentrated hydrochloric acid and stirred for 20 minutes at 30° C. Then the mixture is diluted with 800 ml of ice... Starting materials: C(C1=CC=CC=C1)N1CCC2(CC1)CCCCC1=C2C=CC=C1 (1'-benzylspiro[6,7,8,9-tetrahydro-5H-benzocyclohepten-5,4'-piperidine]), C(=O)O (formic acid). Reagents/catalysts: [OH-].[OH-].[Pd+2] (palladium hydroxide on carbon). The solvent is C(C)O (ethanol). Product: N1CCC2(CC1)CCCCC1=C2C=CC=C1 (spiro [6,7,8,9-tetrahydro-5H-benzocyclohepten-5,4'-piperidine]). Yield: 65.6%. Reaction SMILES: C([N:8]1[CH2:13][CH2:12][C:11]2([C:19]3[CH:20]=[CH:21][CH:22]=[CH:23][C:18]=3[CH2:17][CH2:16][CH2:15][CH2:14]2)[CH2:10][CH2:9]1)C1C=CC=CC=1.C(O)=O>C(O)C.[OH-].[OH-].[Pd+2]>[NH:8]1[CH2:13][CH2:12][C:11]2([C:19]3[CH:20]=[CH:21][CH:22]=[CH:23][C:18]=3[CH2:17][CH2:16][CH2:15][CH2:14]2)[CH2:10][CH2:9]1 |f:3.4.5|. Procedure: A solution of 1'-benzylspiro[6,7,8,9-tetrahydro-5H-benzocyclohepten-5,4'-piperidine] (526 mg, 1.7 mmol) in ethanol (100 ml), containing formic acid (6 ml), was hydrogenated at 50 p.s.i. in the presence of palladium hydroxide on carbon (Pearlman's catalyst) (250 mg, 50% (w/w)) for 6 hours. The solution was filtered and the solvents removed in vacuo. The residue was taken up in ethyl acetate (50 ml) and washed with 10% (w/v) potassium hydroxide in water (50 ml). The organic phase was separated and... The reactants are ClC=1C=C(C=CC1Cl)C1CC(OC1CO)=O (4-(3,4-dichlorophenyl)-dihydro-5-(hydroxymethyl) 2(3H)-furanone), FC(C=1C=C(CBr)C=C(C1)C(F)(F)F)(F)F (3,5-bistrifluoromethylbenzyl bromide), CN(C)C=O (DMF), crude material, Ag2O. Procedure: Treat a solution of 4-(3,4-dichlorophenyl)-dihydro-5-(hydroxymethyl) 2(3H)-furanone (3.3 g, 12.6 mmol, 3:2 ratio of stereoisomers by NMR) in dry DMF(10 mL) with 3,5-bistrifluoromethylbenzyl bromide (5.9 mL, 32.2 mmol) followed by Ag2O (5.8 g, 25.3 mmol); wrap the vessel in foil and stir for 2.5 d. Apply the crude material to a pad of silica gel (10 cm×4 cm) packed with hexane:EtOAc (1:1), washing the pad with the same solvent until no further product is eluted as shown by TLC; concentrate the re... Solvent: CCCCCC.CCOC(=O)C (hexane EtOAc), CCCCCC.CCOC(=O)C (hexane EtOAc). The yield is 71.0%. Reaction conditions: time 2.5 day. Reaction SMILES: [Cl:1][C:2]1[CH:3]=[C:4]([CH:9]2[CH:13](CO)[O:12][C:11](=[O:16])[CH2:10]2)[CH:5]=[CH:6][C:7]=1[Cl:8].[F:17][C:18]([F:32])([F:31])[C:19]1[CH:20]=[C:21]([CH:24]=[C:25]([C:27]([F:30])([F:29])[F:28])[CH:26]=1)[CH2:22]Br.CN([CH:36]=[O:37])C>CCCCCC.CCOC(C)=O>[F:17][C:18]([F:32])([F:31])[C:19]1[CH:20]=[C:21]([CH2:22][O:37][CH2:36][CH:10]2[CH:9]([C:4]3[CH:5]=[CH:6][C:7]([Cl:8])=[C:2]([Cl:1])[CH:3]=3)[CH2:13][O:12][C:11]2=[O:16])[CH:24]=[C:25]([C:27]([F:30])([F:29])[F:28])[CH:26]=1 |f:3.4|. Product: FC(C=1C=C(C=C(C1)C(F)(F)F)COCC1C(OCC1C1=CC(=C(C=C1)Cl)Cl)=O)(F)F ([[(3,5-bis(trifluoromethyl)phenyl]methoxy]methyl]-4-(3,4-dichlorophenyl)-dihydro-2(3H)-furanone). The reactants are C(C)(C)(C)[Si](C)(C)OCC1OC2=C(C1)C=CC=C2OC ((±)-tert-butyl[(7-methoxy-2,3-dihydro-1-benzofuran-2-yl)methoxy]dimethylsilane), [F-].C(CCC)[N+](CCCC)(CCCC)CCCC (tetrabutylammonium fluoride). Run in O1CCCC1 (tetrahydrofuran), O (water). Run at time 6 hour. Yields the product COC1=CC=CC=2CC(OC21)CO ((±)-(7-methoxy-2,3-dihydro-1-benzofuran-2-yl)methanol). As a reaction SMILES: C([Si]([O:8][CH2:9][CH:10]1[CH2:14][C:13]2[CH:15]=[CH:16][CH:17]=[C:18]([O:19][CH3:20])[C:12]=2[O:11]1)(C)C)(C)(C)C.[F-].C([N+](CCCC)(CCCC)CCCC)CCC>O1CCCC1.O>[CH3:20][O:19][C:18]1[C:12]2[O:11][CH:10]([CH2:9][OH:8])[CH2:14][C:13]=2[CH:15]=[CH:16][CH:17]=1 |f:1.2|. Reported procedure: To a solution of (±)-tert-butyl[(7-methoxy-2,3-dihydro-1-benzofuran-2-yl)methoxy]dimethylsilane (34.12 g; 0.116 mol) in tetrahydrofuran (700 mL) cooled to 0° C. was added via an addition funnel tetrabutylammonium fluoride (140 mL, 1.0 M solution in tetrahydrofuran) and the reaction mixture was allowed to stir at room temperature for 6 h. The reaction was diluted with water (500 mL) and extracted with ethyl acetate (2×300 mL). The combined organic extracts were washed with saturated aqueous sodiu... Starting materials: CC1=C(SC=[N+]1CC=2C=NC(=NC2N)C)CCO.P(=O)([O-])([O-])[O-] (thiamine phosphate), OP(O)(=O)OP(=O)(O)O.CC1=NC=C(C(=N1)N)CO.CC1=C(SC=N1)CCOP(=O)(O)O (2-methyl-4-amino-5-hydroxymethylpyrimidine diphosphate 4-methyl-5-(2-phosphono-oxyethyl)thiazole). Product: [O-]P([O-])(=O)OP(=O)([O-])[O-].CC1=C(SC=[N+]1CC2=CN=C(N=C2N)C)CCOP(=O)(O)O (diphosphate thiamine monophosphate). RXN SMILES: [CH3:1][C:2]1[N+:6]([CH2:7][C:8]2[CH:9]=[N:10][C:11]([CH3:15])=[N:12][C:13]=2[NH2:14])=[CH:5][S:4][C:3]=1[CH2:16][CH2:17][OH:18].[P:19]([O-])([O-:22])([O-:21])=[O:20].[OH:24][P:25]([O:28][P:29]([OH:32])([OH:31])=[O:30])(=[O:27])[OH:26].CC1N=C(N)C(CO)=CN=1.CC1N=CSC=1CCOP(O)(O)=O>>[O-:26][P:25]([O:28][P:29]([O-:32])([O-:31])=[O:30])(=[O:24])[O-:27].[CH3:1][C:2]1[N+:6]([CH2:7][C:8]2[C:13]([NH2:14])=[N:12][C:11]([CH3:15])=[N:10][CH:9]=2)=[CH:5][S:4][C:3]=1[CH2:16][CH2:17][O:18][P:19]([OH:22])([OH:21])=[O:20] |f:0.1,2.3.4,5.6|. Procedure: As noted above, in bacteria and fungi, phosphomethylpyrimidine kinase; (EC 2.7.4.7) catalyzes the reaction of ATP+4-amino-2-methyl-5-phosphomethylpyrimidine to produce ADP+4-amino-2-methyl-5-diphosphomethylpyrimidine; thiamine-phosphate diphosphorylase; (EC 2.5.1.3) catalyzes the reaction of 2-methyl-4-amino-5-hydroxymethylpyrimidine diphosphate+4-methyl-5-(2-phosphono-oxyethyl)thiazole to produce diphosphate+thiamine monophosphate; (EC 3.1.3.-) catalyzes the reaction of thiamine monophosphate t... Starting materials: Fc1cccc(CBr)c1F, [H-], Nc1nc(S)nc2c1CC(=O)N2, [Na+], CN(C)C=O, O. Yields the product Nc1nc(SCc2cccc(F)c2F)nc2c1CC(=O)N2. Reaction SMILES: [F:15][c:16]1[c:17]([CH2:18][Br:19])[cH:20][cH:21][cH:22][c:23]1[F:24].[H-:1].[NH2:3][c:4]1[c:5]2[c:6]([n:7][c:8]([SH:10])[n:9]1)[NH:11][C:12](=[O:14])[CH2:13]2.[Na+:2].[O:26]=[CH:27][N:28]([CH3:29])[CH3:30].[OH2:25]>>[NH2:3][c:4]1[c:5]2[c:6]([n:7][c:8]([S:10][CH2:18][c:17]3[c:16]([F:15])[c:23]([F:24])[cH:22][cH:21][cH:20]3)[n:9]1)[NH:11][C:12](=[O:14])[CH2:13]2. The reactants are [N+](=O)([O-])C1=CC=C([O-])C=C1.[Na+] (sodium p-nitrophenoxide), COC1=CC=C(CCl)C=C1 (4-methoxybenzyl chloride). Run in CN(C)C=O (DMF). The product is COC1=CC=C(C=C1)COC1=CC=C(C=C1)[N+](=O)[O-] (1-methoxy-4-[(4-nitrophenoxy)methyl]benzene). As a reaction SMILES: [N+:1]([C:4]1[CH:10]=[CH:9][C:7]([O-:8])=[CH:6][CH:5]=1)([O-:3])=[O:2].[Na+].[CH3:12][O:13][C:14]1[CH:21]=[CH:20][C:17]([CH2:18]Cl)=[CH:16][CH:15]=1>CN(C=O)C>[CH3:12][O:13][C:14]1[CH:21]=[CH:20][C:17]([CH2:18][O:8][C:7]2[CH:9]=[CH:10][C:4]([N+:1]([O-:3])=[O:2])=[CH:5][CH:6]=2)=[CH:16][CH:15]=1 |f:0.1|. Reported procedure: To a solution of 24.2 g of sodium p-nitrophenoxide in 60 ml of DMF was added 23.5 g of 4-methoxybenzyl chloride. The precipitate was collected after 24 hours, washed with water, and recrystallized from chloroformcyclohexane, providing 1-methoxy-4-[(4-nitrophenoxy)methyl]benzene, mp 122°-124° C.